From a dataset of the Open Reaction Database (ORD), a public repository of structured organic reaction records. describe an organic reaction: reactants, conditions, products, and yield Reactants: O=C1Nc2ccc(Cl)cc2C1=O, Brc1cccc2ccccc12. Yields the product O=C1Nc2ccc(Cl)cc2C1(O)c1cccc2ccccc12. As a reaction SMILES: [Cl:12][c:13]1[cH:14][c:15]2[c:19]([cH:20][cH:21]1)[NH:18][C:17](=[O:22])[C:16]2=[O:23].[c:1]1([Br:11])[cH:2][cH:3][cH:4][c:5]2[cH:6][cH:7][cH:8][cH:9][c:10]12>>[c:1]1([C:16]2([OH:23])[c:15]3[cH:14][c:13]([Cl:12])[cH:21][cH:20][c:19]3[NH:18][C:17]2=[O:22])[cH:2][cH:3][cH:4][c:5]2[cH:6][cH:7][cH:8][cH:9][c:10]12.